From a dataset of the Open Reaction Database (ORD), a public repository of structured organic reaction records. describe an organic reaction: reactants, conditions, products, and yield As a reaction SMILES: [Cl:1][C:2]1[CH:10]=[C:6]([C:7]([OH:9])=O)[C:5]([OH:11])=[CH:4][CH:3]=1.[C:12]([C:15]1[CH:16]=[C:17]([CH:19]=[CH:20][CH:21]=1)[NH2:18])(=[O:14])[CH3:13]>>[Cl:1][C:2]1[CH:3]=[CH:4][C:5]([OH:11])=[C:6]([CH:10]=1)[C:7]([NH:18][C:17]1[CH:19]=[CH:20][CH:21]=[C:15]([C:12](=[O:14])[CH3:13])[CH:16]=1)=[O:9]. The yield is 80.0%. Procedure: Using 5-chlorosalicylic acid and 3-acetylaniline as the raw materials, the same operation as the example 16 gave the title compound. Product: ClC=1C=CC(=C(C(=O)NC2=CC(=CC=C2)C(C)=O)C1)O (5-Chloro-N-(3-acetylphenyl)-2-hydroxybenzamide). Reactants: ClC1=CC=C(C(C(=O)O)=C1)O (5-chlorosalicylic acid), C(C)(=O)C=1C=C(N)C=CC1 (3-acetylaniline), raw materials. Starting materials: 35.72, ClC=1C=C(C=CC1)CCCC(=O)O (3-chlorobenzenebutanoic acid). Solvent: S(=O)(Cl)Cl (thionyl chloride). Run at time 18 hour. The product is ClC=1C=C2CCCC(C2=CC1)=O (6-chloro-3,4-dihydro-1(2H)-naphthalenone). Reaction SMILES: [Cl:1][C:2]1[CH:3]=[C:4]([CH2:8][CH2:9][CH2:10][C:11]([OH:13])=O)[CH:5]=[CH:6][CH:7]=1>S(Cl)(Cl)=O>[Cl:1][C:2]1[CH:3]=[C:4]2[C:5](=[CH:6][CH:7]=1)[C:11](=[O:13])[CH2:10][CH2:9][CH2:8]2. Procedure details: A mixture of 35.72 of the product from Step B and 50 ml of thionyl chloride was heated at reflux for 2 hours and then stirred at room temperature for 18 hours. After this time thionyl chloride was removed at reduced pressure and the product was dissolved in carbon tetrachloride and concentrated at reduced pressure. The residue was dissolved in 150 ml of dichloroethane cooled to 0° C. and 28 g of aluminum chloride was added portionwise over about 1 hr in approximately 3 g portions. After stirring... The reactants are C=CCN, CCN(C(C)C)C(C)C, ClCCl, FC(F)(F)Oc1ccc(CBr)cc1. Yields the product C=CCNCc1ccc(OC(F)(F)F)cc1. As a reaction SMILES: [CH2:1]([CH:2]=[CH2:3])[NH2:4].[CH:18]([N:19]([CH2:20][CH3:21])[CH:22]([CH3:23])[CH3:24])([CH3:25])[CH3:26].[Cl:27][CH2:28][Cl:29].[F:5][C:6]([O:7][c:8]1[cH:9][cH:10][c:11]([CH2:12][Br:13])[cH:14][cH:15]1)([F:16])[F:17]>>[CH2:1]([CH:2]=[CH2:3])[NH:4][CH2:12][c:11]1[cH:10][cH:9][c:8]([O:7][C:6]([F:5])([F:16])[F:17])[cH:15][cH:14]1. Starting materials: [N+](=O)([O-])C=1C=CC(=NC1)OC=1C=C2CCC(OC2=CC1)C1=CC=CC=C1 (5-nitro-2-(2-phenylchroman-6-yloxy)pyridine), C1(=CC=CC=C1)C1COC2=CC(=CC=C2C1)O (3-phenylchroman-7-ol). Yields the product [N+](=O)([O-])C=1C=CC(=NC1)OC1=CC=C2CC(COC2=C1)C1=CC=CC=C1 (5-Nitro-2-(3-phenylchroman-7-yloxy)pyridine). As a reaction SMILES: [N+:1]([C:4]1[CH:5]=[CH:6][C:7](OC2C=C3C(=CC=2)OC(C2C=CC=CC=2)CC3)=[N:8][CH:9]=1)([O-:3])=[O:2].[C:27]1([CH:33]2[CH2:42][C:41]3[C:36](=[CH:37][C:38]([OH:43])=[CH:39][CH:40]=3)[O:35][CH2:34]2)[CH:32]=[CH:31][CH:30]=[CH:29][CH:28]=1>>[N+:1]([C:4]1[CH:5]=[CH:6][C:7]([O:43][C:38]2[CH:37]=[C:36]3[C:41]([CH2:42][CH:33]([C:27]4[CH:32]=[CH:31][CH:30]=[CH:29][CH:28]=4)[CH2:34][O:35]3)=[CH:40][CH:39]=2)=[N:8][CH:9]=1)([O-:3])=[O:2]. Reported procedure: 5-Nitro-2-(3-phenylchroman-7-yloxy)pyridine was prepared as described for 5-nitro-2-(2-phenylchroman-6-yloxy)pyridine in Example 1(b) using 200 mg of 3-phenylchroman-7-ol. 1H NMR (400 MHz, d6-DMSO) δ: δ: 9.05 (d, 1H, J 2.9 Hz), 8.61 (dd, 1H, J 9.1, 2.9 Hz), 7.34-7.38 (m, 4H), 7.27-7.30 (m, 1H), 7.22 (m, 2H), 6.70-6.74 (m, 2H), 4.31 (dd, 1H, J 10.4, 3.5 Hz), 4.12 (t, 1H, 10.4 Hz), 3.24 (m, 1H), 3.01-3.11 (m, 2H). The reactants are C(C)OC(=O)C1=C(NC=C1C)CC(=O)O (2-carboxymethyl-4-methyl-1H-pyrrole-3-carboxylic acid ethyl ester), 2-pyrrolidine-1-yl-ethamine, Cl.C(C)N=C=NCCCN(C)C (N-ethyl-N′-(dimethylaminopropyl)-carbodiimide hydrochloride), ON1N=NC2=C1C=CC=C2 (1-hydroxybenzotriazol), O (water). The solvent is CN(C=O)C (N,N-dimethylformamide), ClCCl (dichloromethane), ice water. Reaction conditions: time 8 hour. The product is C(C)OC(=O)C1=C(NC=C1C)CC(NCCN1CCCC1)=O (4-methyl-2-[(2-pyrrolidin-1-yl-ethylcarbamoyl)-methyl]-1H-pyrrole-3-carboxylic acid ethyl ester). Yield: 102.9%. As a reaction SMILES: [CH2:1]([O:3][C:4]([C:6]1[C:10]([CH3:11])=[CH:9][NH:8][C:7]=1[CH2:12][C:13]([OH:15])=O)=[O:5])[CH3:2].Cl.C(N=C=N[CH2:22][CH2:23][CH2:24][N:25]([CH3:27])[CH3:26])C.O[N:29]1[C:33]2C=CC=CC=2N=N1.O>CN(C)C=O.ClCCl>[CH2:1]([O:3][C:4]([C:6]1[C:10]([CH3:11])=[CH:9][NH:8][C:7]=1[CH2:12][C:13](=[O:15])[NH:29][CH2:33][CH2:27][N:25]1[CH2:24][CH2:23][CH2:22][CH2:26]1)=[O:5])[CH3:2] |f:1.2|. Reported procedure: A stirred solution of 2-carboxymethyl-4-methyl-1H-pyrrole-3-carboxylic acid ethyl ester (1.27 g, 6 mmol) in N,N-dimethylformamide (3 ml) and dichloromethane (30 ml) was added with 2-pyrrolidine-1-yl-ethamine (0.83 ml, 6.6 mmol), N-ethyl-N′-(dimethylaminopropyl)-carbodiimide hydrochloride (3 g, 12 mmol) and 1-hydroxybenzotriazol (0.9 g, 6 mmol) in the ice/water-bath. Upon completion of the addition, the reaction mixture was stirred at room temperature overnight, then added with cold water (20 ml)... Starting materials: N(CCO)CCO (diethanolamine), CC1=CC=C(CBr)C=C1 (4-methylbenzyl bromide). Product: OCCN(CCO)CC1=CC=C(C=C1)C (2-[(2-Hydroxy-ethyl)-(4-methyl-benzyl)-amino]-ethanol), product. As a reaction SMILES: [NH:1]([CH2:5][CH2:6][OH:7])[CH2:2][CH2:3][OH:4].[CH3:8][C:9]1[CH:16]=[CH:15][C:12]([CH2:13]Br)=[CH:11][CH:10]=1>>[OH:4][CH2:3][CH2:2][N:1]([CH2:8][C:9]1[CH:16]=[CH:15][C:12]([CH3:13])=[CH:11][CH:10]=1)[CH2:5][CH2:6][OH:7]. Procedure details: 2-[(2-Hydroxy-ethyl)-(4-methyl-benzyl)-amino]-ethanol was prepared according to the general method as outlined in Example 1 (Step 4). Starting from diethanolamine (4.84 g, 46 mmol) and 4-methylbenzyl bromide (8.5 g, 46 mmol), 8.2 g of the product was isolated. Yield, (85%); white solid; MS: 210.1 (M+H)+ Reactants: CN(CCCc1ccccc1)C(=O)C1CCCN1C(=O)OC(C)(C)C, CCOC(C)=O, Cl. Yields the product Cl, CN(CCCc1ccccc1)C(=O)C1CCCN1. As a reaction SMILES: [C:1]([O:2][C:3](=[O:4])[N:8]1[CH:9]([C:10](=[O:11])[N:12]([CH2:13][CH2:14][CH2:15][c:16]2[cH:17][cH:18][cH:19][cH:20][cH:21]2)[CH3:22])[CH2:23][CH2:24][CH2:25]1)([CH3:5])([CH3:6])[CH3:7].[C:27]([O:28][CH2:29][CH3:30])(=[O:31])[CH3:32].[ClH:26]>>[ClH:26].[NH:8]1[CH:9]([C:10](=[O:11])[N:12]([CH2:13][CH2:14][CH2:15][c:16]2[cH:17][cH:18][cH:19][cH:20][cH:21]2)[CH3:22])[CH2:23][CH2:24][CH2:25]1. Starting materials: C[SiH](C)C1(OCC[Si](C)(C)C)OC(COC(C)(C)C)C(C)(O)C(O)C1OCc1ccccc1, O=C(Cl)Oc1ccccc1, ClCCl, c1ccncc1. Yields the product C[SiH](C)C1(OCC[Si](C)(C)C)OC(COC(C)(C)C)C(C)(O)C(OC(=O)Oc2ccccc2)C1OCc1ccccc1. As a reaction SMILES: [CH2:1]([c:2]1[cH:3][cH:4][cH:5][cH:6][cH:7]1)[O:8][CH:9]1[C:10]([O:11][CH2:12][CH2:13][Si:14]([CH3:15])([CH3:16])[CH3:17])([SiH:31]([CH3:32])[CH3:33])[O:18][CH:19]([CH2:25][O:26][C:27]([CH3:28])([CH3:29])[CH3:30])[C:20]([OH:23])([CH3:24])[CH:21]1[OH:22].[Cl:40][C:41](=[O:42])[O:43][c:44]1[cH:45][cH:46][cH:47][cH:48][cH:49]1.[Cl:50][CH2:51][Cl:52].[cH:34]1[cH:35][cH:36][n:37][cH:38][cH:39]1>>[CH2:1]([c:2]1[cH:3][cH:4][cH:5][cH:6][cH:7]1)[O:8][CH:9]1[C:10]([O:11][CH2:12][CH2:13][Si:14]([CH3:15])([CH3:16])[CH3:17])([SiH:31]([CH3:32])[CH3:33])[O:18][CH:19]([CH2:25][O:26][C:27]([CH3:28])([CH3:29])[CH3:30])[C:20]([OH:23])([CH3:24])[CH:21]1[O:22][C:41](=[O:42])[O:43][c:44]1[cH:45][cH:46][cH:47][cH:48][cH:49]1. Starting materials: Fc1cc(I)ccc1Br, CCCc1ccc(OB(O)O)cc1, CCO, [Na+], [Na+], O=C([O-])[O-], c1ccccc1. The product is CCCc1ccc(-c2ccc(Br)c(F)c2)cc1. As a reaction SMILES: [Br:14][c:15]1[c:16]([F:22])[cH:17][c:18]([I:21])[cH:19][cH:20]1.[CH2:1]([CH2:2][CH3:3])[c:4]1[cH:5][cH:6][c:7]([O:10][B:11]([OH:12])[OH:13])[cH:8][cH:9]1.[CH3:35][CH2:36][OH:37].[Na+:29].[Na+:30].[O-:31][C:32](=[O:33])[O-:34].[cH:23]1[cH:24][cH:25][cH:26][cH:27][cH:28]1>>[CH2:1]([CH2:2][CH3:3])[c:4]1[cH:5][cH:6][c:7](-[c:18]2[cH:17][c:16]([F:22])[c:15]([Br:14])[cH:20][cH:19]2)[cH:8][cH:9]1.